Dataset: the Open Reaction Database (ORD), a public repository of structured organic reaction records. Task: describe an organic reaction: reactants, conditions, products, and yield The product is FC(C=1C=C(CN(C=2N=NN(N2)C)CC2=C(C=CC(=C2)C(F)(F)F)C(C2CCN(CC2)C(C)=O)OC)C=C(C1)C(F)(F)F)(F)F (1-{4-[(2-{[(3,5-Bis-trifluoromethyl-benzyl)-(2-methyl-2H-tetrazol-5-yl)-amino]-methyl}-4-trifluoromethyl-phenyl)-methoxy-methyl]-piperidin-1-yl}-ethanone). Starting materials: COC(C1=C(CN(C=2N=NN(N2)C)CC2=CC(=CC(=C2)C(F)(F)F)C(F)(F)F)C=C(C=C1)C(F)(F)F)C1CCNCC1 (N-(2-(methoxy piperidin-4-ylmethyl)-5-(trifluoromethyl)benzyl)-N-(3,5-bis(trifluoromethyl)benzyl)-2-methyl-2H-tetrazol-5-amine), N1=CC=CC=C1 (pyridine), C(C)(=O)Cl (acetyl chloride). Procedure: To a solution of N-(2-(methoxy piperidin-4-ylmethyl)-5-(trifluoromethyl)benzyl)-N-(3,5-bis(trifluoromethyl)benzyl)-2-methyl-2H-tetrazol-5-amine (20.5 mg, 0.034 mmol) in methylene chloride (0.5 mL) at room temperature was added pyridine (10 μL, 0.1 mmol) followed by acetyl chloride (5 μL, 0.07 mmol). The mixture was stirred at room temperature overnight. Solvent was removed in vacuo. The residue was purified by chromatography over 12+S Biotage silica column (eluted with 10-100% ethyl acetate in h... Yield: 63.1%. Reaction SMILES: [CH3:1][O:2][CH:3]([CH:37]1[CH2:42][CH2:41][NH:40][CH2:39][CH2:38]1)[C:4]1[CH:32]=[CH:31][C:30]([C:33]([F:36])([F:35])[F:34])=[CH:29][C:5]=1[CH2:6][N:7]([CH2:14][C:15]1[CH:20]=[C:19]([C:21]([F:24])([F:23])[F:22])[CH:18]=[C:17]([C:25]([F:28])([F:27])[F:26])[CH:16]=1)[C:8]1[N:9]=[N:10][N:11]([CH3:13])[N:12]=1.N1C=CC=CC=1.[C:49](Cl)(=[O:51])[CH3:50]>C(Cl)Cl>[F:26][C:25]([F:28])([F:27])[C:17]1[CH:16]=[C:15]([CH:20]=[C:19]([C:21]([F:24])([F:23])[F:22])[CH:18]=1)[CH2:14][N:7]([CH2:6][C:5]1[CH:29]=[C:30]([C:33]([F:36])([F:35])[F:34])[CH:31]=[CH:32][C:4]=1[CH:3]([O:2][CH3:1])[CH:37]1[CH2:38][CH2:39][N:40]([C:49](=[O:51])[CH3:50])[CH2:41][CH2:42]1)[C:8]1[N:9]=[N:10][N:11]([CH3:13])[N:12]=1. The solvent is C(Cl)Cl (methylene chloride). Conditions: time 8 hour. The reactants are CCOC(C)=O, COc1cccc2cc[nH]c12, [H-], [Na+], CN(C)C=O, O, O=S(=O)(Cl)c1ccccc1. Product: COc1cccc2ccn(S(=O)(=O)c3ccccc3)c12. Reaction SMILES: [C:24]([O:25][CH2:26][CH3:27])(=[O:28])[CH3:29].[CH3:1][O:2][c:3]1[cH:4][cH:5][cH:6][c:7]2[cH:8][cH:9][nH:10][c:11]12.[H-:13].[Na+:12].[O:31]=[CH:32][N:33]([CH3:34])[CH3:35].[OH2:30].[c:14]1([S:20](=[O:21])(=[O:22])[Cl:23])[cH:15][cH:16][cH:17][cH:18][cH:19]1>>[CH3:1][O:2][c:3]1[cH:4][cH:5][cH:6][c:7]2[cH:8][cH:9][n:10]([S:20]([c:14]3[cH:15][cH:16][cH:17][cH:18][cH:19]3)(=[O:21])=[O:22])[c:11]12. Starting materials: CC=1C=C(C(=C2C=CN(C12)S(=O)(=O)C1=CC=C(C)C=C1)COC1OCCCC1)C=O ((±)-7-methyl-4-(((tetrahydro-2H-pyran-2-yl)oxy)methyl)-1-tosyl-1H-indole-5-carbaldehyde), [BH4-].[Na+] (NaBH4). The solvent is CCO (EtOH), C(Cl)Cl (CH2Cl2). Reaction conditions: temperature 0 celsius, time 0.5 hour. Yields the product CC=1C=C(C(=C2C=CN(C12)S(=O)(=O)C1=CC=C(C)C=C1)COC1OCCCC1)CO ((±)-(7-Methyl-4-(((tetrahydro-2H-pyran-2-yl)oxy)methyl)-1-tosyl-1H-indol-5-yl)methanol). Reaction SMILES: [CH3:1][C:2]1[CH:3]=[C:4]([CH:29]=[O:30])[C:5]([CH2:21][O:22][CH:23]2[CH2:28][CH2:27][CH2:26][CH2:25][O:24]2)=[C:6]2[C:10]=1[N:9]([S:11]([C:14]1[CH:20]=[CH:19][C:17]([CH3:18])=[CH:16][CH:15]=1)(=[O:13])=[O:12])[CH:8]=[CH:7]2.[BH4-].[Na+]>CCO.C(Cl)Cl>[CH3:1][C:2]1[CH:3]=[C:4]([CH2:29][OH:30])[C:5]([CH2:21][O:22][CH:23]2[CH2:28][CH2:27][CH2:26][CH2:25][O:24]2)=[C:6]2[C:10]=1[N:9]([S:11]([C:14]1[CH:15]=[CH:16][C:17]([CH3:18])=[CH:19][CH:20]=1)(=[O:13])=[O:12])[CH:8]=[CH:7]2 |f:1.2|. Procedure details: A suspension of (±)-7-methyl-4-(((tetrahydro-2H-pyran-2-yl)oxy)methyl)-1-tosyl-1H-indole-5-carbaldehyde (221 mg, 0.52 mmol) and NaBH4 (98 mg, 2.6 mmol) in EtOH (5 mL) was stirred at 0° C. for 0.5 h. The reaction mixture was diluted with CH2Cl2. The mixture was washed with H2O, half satd. KHSO4 aqueous solution, H2O, and brine, dried over Na2SO4, and then filtered. Concentration of the filtrate gave the title compound, which was used in the next reaction without any further purification. 1H NMR (... Reactants: [H-].[Ca+2].[H-] (Calcium hydride), CC1=C(C(CCC1)(C)C)/C=C/C(=C/C=C/C(=C/C=O)/C)/C (retinal), Cl (hydrochloric acid). Reagents/catalysts: [Ti](Cl)(Cl)(Cl)Cl (titanium tetrachloride). The solvent is O1CCCC1 (tetrahydrofuran), O1CCCC1 (tetrahydrofuran). Reaction conditions: time 2 hour. Yields the product CC1=C(C(CCC1)(C)C)/C=C/C(=C/C=C/C(=C/C=C/C=C(/C=C/C=C(/C=C/C2=C(CCCC2(C)C)C)\C)\C)/C)/C (beta-carotene). The yield is 74.5%. Reaction SMILES: [H-].[Ca+2].[H-].[CH3:4][C:5]1[CH2:10][CH2:9][CH2:8][C:7]([CH3:12])([CH3:11])[C:6]=1/[CH:13]=[CH:14]/[C:15](/[CH3:24])=[CH:16]/[CH:17]=[CH:18]/[C:19](/[CH3:23])=[CH:20]/[CH:21]=O.Cl>O1CCCC1.[Ti](Cl)(Cl)(Cl)Cl>[CH3:4][C:5]1[CH2:10][CH2:9][CH2:8][C:7]([CH3:12])([CH3:11])[C:6]=1/[CH:13]=[CH:14]/[C:15](/[CH3:24])=[CH:16]/[CH:17]=[CH:18]/[C:19](/[CH3:23])=[CH:20]/[CH:21]=[CH:21]/[CH:20]=[C:19](\[CH3:23])/[CH:18]=[CH:17]/[CH:16]=[C:15](\[CH3:24])/[CH:14]=[CH:13]/[C:6]1[C:7]([CH3:12])([CH3:11])[CH2:8][CH2:9][CH2:10][C:5]=1[CH3:4] |f:0.1.2|. Procedure: A solution was prepared by dissolving titanium tetrachloride (1.10 ml, 10.0 mmol) in 25 ml tetrahydrofuran under an inert atmosphere. Calcium hydride (420 mg, 10.0 mmol) was added, and the resulting solution was stirred for two hours at room temperature. A solution of retinal, (1.42 gm, 5.0 mmol) in 5 ml dry tetrahydrofuran was then added, and the reaction was refluxed for three hours. After this, the solution was poured into 50 ml 2 N aqueous hydrochloric acid, and was extracted several times w... Starting materials: solution, ClC=1C(C(=C(C(C1Cl)=O)C#N)C#N)=O (2,3-dichloro-5,6-dicyano-1,4-benzoquinone), NC=1C=2C(=NC(=NC2CCC1C(=O)OCC)SC)C1=CC(=CC=C1)OC (Ethyl 5-amino-2-methylthio-4-(3-methoxyphenyl)-7,8-dihydroquinazoline-6-carboxylate). Solvent: C(Cl)Cl (CH2Cl2), C(Cl)Cl (CH2Cl2). Conditions: time 15 minute. Yields the product NC1=C2C(=NC(=NC2=CC=C1C(=O)OCC)SC)C1=CC(=CC=C1)OC (Ethyl 5-amino-2-methylthio-4-(3-methoxyphenyl)-quinazoline-6-carboxylate). RXN SMILES: [NH2:1][C:2]1[C:3]2[C:4]([C:19]3[CH:24]=[CH:23][CH:22]=[C:21]([O:25][CH3:26])[CH:20]=3)=[N:5][C:6]([S:17][CH3:18])=[N:7][C:8]=2[CH2:9][CH2:10][C:11]=1[C:12]([O:14][CH2:15][CH3:16])=[O:13].ClC1C(=O)C(C#N)=C(C#N)C(=O)C=1Cl>C(Cl)Cl>[NH2:1][C:2]1[C:11]([C:12]([O:14][CH2:15][CH3:16])=[O:13])=[CH:10][CH:9]=[C:8]2[C:3]=1[C:4]([C:19]1[CH:24]=[CH:23][CH:22]=[C:21]([O:25][CH3:26])[CH:20]=1)=[N:5][C:6]([S:17][CH3:18])=[N:7]2. Reported procedure: Ethyl 5-amino-2-methylthio-4-(3-methoxyphenyl)-7,8-dihydroquinazoline-6-carboxylate (example 25c, 22 mg) was dissolved in CH2Cl2 (1 ml). A 0.06M solution of 2,3-dichloro-5,6-dicyano-1,4-benzoquinone in CH2Cl2 (1.2 ml) was added and the mixture was stirred at room temperature for 15 min. The reaction mixture was concentrated under reduced pressure. The title compound was purified by chromatography on silica gel with toluene/EtOAc=95/5 (v/v) as eluent.